This data is from the Open Reaction Database (ORD), a public repository of structured organic reaction records. The task is: describe an organic reaction: reactants, conditions, products, and yield Starting materials: BrC1=NC=CC=C1 (2-bromopyridine), C1(CCCC1)=O (cyclopentanone). Product: OC1(CCCC1)C1=NC=CC=C1 (2-(1-Hydroxy-1-cyclopentyl)pyridine). As a reaction SMILES: Br[C:2]1[CH:7]=[CH:6][CH:5]=[CH:4][N:3]=1.[C:8]1(=[O:13])[CH2:12][CH2:11][CH2:10][CH2:9]1>>[OH:13][C:8]1([C:2]2[CH:7]=[CH:6][CH:5]=[CH:4][N:3]=2)[CH2:12][CH2:11][CH2:10][CH2:9]1. Procedure: Prepared from 2-bromopyridine and cyclopentanone by the method described in Example 10.